Dataset: the Open Reaction Database (ORD), a public repository of structured organic reaction records. Task: describe an organic reaction: reactants, conditions, products, and yield The reactants are C[O-].[Na+] (sodium methoxide), NC(=S)N (thiourea), C(C)OC(C(C(=O)OCC)NC(C1=CC(=CC=C1)C)=O)=O (2-(3-methyl-benzoylamino)malonic acid diethyl ester). Solvent: C(C)O (ethanol), C(C)O (ethanol). Reaction conditions: temperature 60 celsius, time 2 hour. Yields the product OC1=NC(=NC(=C1NC(C1=CC(=CC=C1)C)=O)O)S (N-(4,6-Dihydroxy-2-mercapto-pyrimidin-5-yl)-3-methyl-benzamide). Isolated yield 100.8%. Reaction SMILES: C[O-].[Na+].[NH2:4][C:5]([NH2:7])=[S:6].C([O:10][C:11](=O)[CH:12]([NH:18][C:19](=[O:27])[C:20]1[CH:25]=[CH:24][CH:23]=[C:22]([CH3:26])[CH:21]=1)[C:13](OCC)=[O:14])C>C(O)C>[OH:14][C:13]1[C:12]([NH:18][C:19](=[O:27])[C:20]2[CH:25]=[CH:24][CH:23]=[C:22]([CH3:26])[CH:21]=2)=[C:11]([OH:10])[N:7]=[C:5]([SH:6])[N:4]=1 |f:0.1|. Procedure: 1.5 equivalents of sodium methoxide (30% in methanol) were added to 7.79 g of thiourea in 150 ml of absolute ethanol. A solution of 30 g of 2-(3-methyl-benzoylamino)malonic acid diethyl ester in 100 ml of absolute ethanol was added dropwise, and the reaction mixture was stirred at 60° C. for 2 h. Then the mixture was cooled to 0° C. for 30 min, and the precipitate was filtered off with suction, washed and dried. 28.6 g of the crude title compound were obtained. Run at time 2 hour. Starting materials: NCCCNC\C=C\CNCCCN ((E)-1,5,10,14-tetraazatetradec-7-ene), [OH-].[Na+] (sodium hydroxide), C1(=CC=C(C=C1)S(=O)(=O)Cl)C (p-toluenesulfonic acid chloride). Reported procedure: A solution of 38.13 g (0.2 mol) of p-toluenesulfonic acid chloride in 300 ml of methylene chloride is added dropwise at room temperature, with stirring and under a nitrogen atmosphere, to a solution of 10.02 g (0.05 mol) of (E)-1,5,10,14-tetraazatetradec-7-ene in 100 ml (0.2 mol) of 2N sodium hydroxide solution. The reaction mixture is stirred for a further 2 h at room temperature, and then the organic phase is separated off and the aqueous phase is extracted with methylene chloride. The organic... The product is S(=O)(=O)(C1=CC=C(C)C=C1)NCCCN(C\C=C\CN(CCCNS(=O)(=O)C1=CC=C(C)C=C1)S(=O)(=O)C1=CC=C(C)C=C1)S(=O)(=O)C1=CC=C(C)C=C1 ((E)-1,5,10,14-tetratosyl-1,5,10,14-tetraazatetradec-7-ene). The solvent is C(Cl)Cl (methylene chloride). Reaction SMILES: [C:1]1([CH3:11])[CH:6]=[CH:5][C:4]([S:7](Cl)(=[O:9])=[O:8])=[CH:3][CH:2]=1.[NH2:12][CH2:13][CH2:14][CH2:15][NH:16][CH2:17]/[CH:18]=[CH:19]/[CH2:20][NH:21][CH2:22][CH2:23][CH2:24][NH2:25].[OH-:26].[Na+]>C(Cl)Cl>[S:7]([NH:25][CH2:24][CH2:23][CH2:22][N:21]([S:7]([C:4]1[CH:5]=[CH:6][C:1]([CH3:11])=[CH:2][CH:3]=1)(=[O:9])=[O:8])[CH2:20]/[CH:19]=[CH:18]/[CH2:17][N:16]([S:7]([C:4]1[CH:5]=[CH:6][C:1]([CH3:11])=[CH:2][CH:3]=1)(=[O:9])=[O:8])[CH2:15][CH2:14][CH2:13][NH:12][S:7]([C:4]1[CH:5]=[CH:6][C:1]([CH3:11])=[CH:2][CH:3]=1)(=[O:8])=[O:26])([C:4]1[CH:5]=[CH:6][C:1]([CH3:11])=[CH:2][CH:3]=1)(=[O:9])=[O:8] |f:2.3|. Reactants: CC(=O)OC(C)=O, Nc1cc(F)ccc1C(=O)NCCN1CCC2(CC1)C(=O)NCN2c1ccc(F)cc1, [NH4+], [OH-], O. The product is CC(=O)Nc1cc(F)ccc1C(=O)NCCN1CCC2(CC1)C(=O)NCN2c1ccc(F)cc1. RXN SMILES: [C:32]([CH3:33])(=[O:34])[O:35][C:36](=[O:37])[CH3:38].[NH2:1][c:2]1[c:3]([C:4](=[O:5])[NH:6][CH2:7][CH2:8][N:9]2[CH2:10][CH2:11][C:12]3([C:13](=[O:24])[NH:14][CH2:15][N:16]3[c:17]3[cH:18][cH:19][c:20]([F:23])[cH:21][cH:22]3)[CH2:25][CH2:26]2)[cH:27][cH:28][c:29]([F:31])[cH:30]1.[NH4+:39].[OH-:40].[OH2:41]>>[NH:1]([c:2]1[c:3]([C:4](=[O:5])[NH:6][CH2:7][CH2:8][N:9]2[CH2:10][CH2:11][C:12]3([C:13](=[O:24])[NH:14][CH2:15][N:16]3[c:17]3[cH:18][cH:19][c:20]([F:23])[cH:21][cH:22]3)[CH2:25][CH2:26]2)[cH:27][cH:28][c:29]([F:31])[cH:30]1)[C:32]([CH3:33])=[O:34]. The reactants are CC(C)(C)OC(=O)NCCCN, O=C([O-])[O-], CS(C)=O, COc1ccc2cc(C(=O)O)c(Cl)nc2c1, [K+], [K+]. Yields the product COc1ccc2cc(C(=O)O)c(NCCCNC(=O)OC(C)(C)C)nc2c1. Reaction SMILES: [C:17]([CH3:18])([CH3:19])([CH3:20])[O:21][C:22]([NH:23][CH2:24][CH2:25][CH2:26][NH2:27])=[O:28].[C:29](=[O:30])([O-:31])[O-:32].[CH3:35][S:36]([CH3:37])=[O:38].[Cl:1][c:2]1[n:3][c:4]2[cH:5][c:6]([O:15][CH3:16])[cH:7][cH:8][c:9]2[cH:10][c:11]1[C:12](=[O:13])[OH:14].[K+:33].[K+:34]>>[c:2]1([NH:27][CH2:26][CH2:25][CH2:24][NH:23][C:22]([O:21][C:17]([CH3:18])([CH3:19])[CH3:20])=[O:28])[n:3][c:4]2[cH:5][c:6]([O:15][CH3:16])[cH:7][cH:8][c:9]2[cH:10][c:11]1[C:12](=[O:13])[OH:14]. The reactants are BrBr (Bromine), O=C(CC1=CC=C(C#N)C=C1)C (4-(2-oxopropyl)benzonitrile). Solvent: ClCCl (dichloromethane), ClCCl (dichloromethane). Conditions: time 0.5 hour. The product is BrC(C(C)=O)C1=CC=C(C#N)C=C1 (4-(1-Bromo-2-oxopropyl)benzonitrile). Isolated yield 96.0%. RXN SMILES: [Br:1]Br.[O:3]=[C:4]([CH3:14])[CH2:5][C:6]1[CH:13]=[CH:12][C:9]([C:10]#[N:11])=[CH:8][CH:7]=1>ClCCl>[Br:1][CH:5]([C:6]1[CH:13]=[CH:12][C:9]([C:10]#[N:11])=[CH:8][CH:7]=1)[C:4](=[O:3])[CH3:14]. Procedure details: Bromine (5.28 g) in dichloromethane (80 ml) was added dropwise at 25° C. over 1 hour to 4-(2-oxopropyl)benzonitrile in dichloromethane (85 ml). The reaction mixture was stirred for 1/2 hour after the addition was complete. The mixture was washed with brine (50 ml), dried over magnesium sulphate and the solvent removed under reduced pressure to yield the title compound as a pale red oil (7.55 g, 96%).